This data is from the Open Reaction Database (ORD), a public repository of structured organic reaction records. The task is: describe an organic reaction: reactants, conditions, products, and yield The reactants are OCCCNCCN (N-hydroxypropylethylenediamine), C(=O)CC(C(=O)OC(C)C)C (isopropyl 3-formyl-2-methylpropionate), C(CCCCCCCCCCCCCCCCCCCCC)(=O)O (behenic acid). The product is C(CCCCCCCCCCCCCCCCCCCCC)(=O)OCCCN1CCN=CCC(C1=O)C (4-behenoyloxypropyl-6-methyl-2,3,6,7-tetrahydro-1,4-diazocin-5-one). Reaction SMILES: [OH:1][CH2:2][CH2:3][CH2:4][NH:5][CH2:6][CH2:7][NH2:8].[CH:9]([CH2:11][CH:12]([CH3:19])[C:13]([O:15]C(C)C)=O)=O.[C:20](O)(=[O:42])[CH2:21][CH2:22][CH2:23][CH2:24][CH2:25][CH2:26][CH2:27][CH2:28][CH2:29][CH2:30][CH2:31][CH2:32][CH2:33][CH2:34][CH2:35][CH2:36][CH2:37][CH2:38][CH2:39][CH2:40][CH3:41]>>[C:20]([O:1][CH2:2][CH2:3][CH2:4][N:5]1[C:13](=[O:15])[CH:12]([CH3:19])[CH2:11][CH:9]=[N:8][CH2:7][CH2:6]1)(=[O:42])[CH2:21][CH2:22][CH2:23][CH2:24][CH2:25][CH2:26][CH2:27][CH2:28][CH2:29][CH2:30][CH2:31][CH2:32][CH2:33][CH2:34][CH2:35][CH2:36][CH2:37][CH2:38][CH2:39][CH2:40][CH3:41]. Procedure details: Into an apparatus similar to that in Example 1, were charged 118.2 g (1 mole) of N-hydroxypropylethylenediamine and 158.2 g (1 mole) of isopropyl 3-formyl-2-methylpropionate. From the apparatus, 18 g of water and 60 g of isopropyl alcohol were distilled off. Then, 340.5 g (1 mole) of behenic acid was charged and 18 g of water was distilled off at 180° C. and under a reduced pressure of 70 mmHg to obtain 4-behenoyloxypropyl-6-methyl-2,3,6,7-tetrahydro-1,4-diazocin-5-one. Reactants: [BH4-], N#CC(c1ccc(OCc2ccccc2)cc1)C1(O)CCCCC1, I, [Na+], C1CCOC1. The product is NCC(c1ccc(OCc2ccccc2)cc1)C1(O)CCCCC1. As a reaction SMILES: [BH4-:25].[C:1](#[N:2])[CH:3]([C:4]1([OH:10])[CH2:5][CH2:6][CH2:7][CH2:8][CH2:9]1)[c:11]1[cH:12][cH:13][c:14]([O:17][CH2:18][c:19]2[cH:20][cH:21][cH:22][cH:23][cH:24]2)[cH:15][cH:16]1.[I:27].[Na+:26].[O:28]1[CH2:29][CH2:30][CH2:31][CH2:32]1>>[CH2:1]([NH2:2])[CH:3]([C:4]1([OH:10])[CH2:5][CH2:6][CH2:7][CH2:8][CH2:9]1)[c:11]1[cH:12][cH:13][c:14]([O:17][CH2:18][c:19]2[cH:20][cH:21][cH:22][cH:23][cH:24]2)[cH:15][cH:16]1. Starting materials: NC1=C(C=CC(=C1)Cl)[N+](=O)[O-] (2-amino-4-chloro-1-nitrobenzene), CN(C=O)C (dimethylformamide), C([O-])([O-])=O.[K+].[K+] (potassium carbonate), SC1=NNC=N1 (3-mercapto-1,2,4-triazole). Run in O (water). The product is NC1=C(C=CC(=C1)SC1=NNC=N1)[N+](=O)[O-] (2-amino-1-nitro-4-(1,2,4-triazol-3-ylthio)benzene). RXN SMILES: [NH2:1][C:2]1[CH:7]=[C:6](Cl)[CH:5]=[CH:4][C:3]=1[N+:9]([O-:11])=[O:10].C(=O)([O-])[O-].[K+].[K+].[SH:18][C:19]1[N:23]=[CH:22][NH:21][N:20]=1.CN(C)C=O>O>[NH2:1][C:2]1[CH:7]=[C:6]([S:18][C:19]2[N:23]=[CH:22][NH:21][N:20]=2)[CH:5]=[CH:4][C:3]=1[N+:9]([O-:11])=[O:10] |f:1.2.3|. Reported procedure: A mixture of 3.5 g. 2-amino-4-chloro-1-nitrobenzene, 5.5 g. of potassium carbonate, 4.0 g. of 3-mercapto-1,2,4-triazole in 30 ml. dimethylformamide is heated under nitrogen for 4 hours at 130°-140° C. The mixture is cooled, diluted with water and the pH adjusted to about 6. The crude product is filtered off and recrystallized from methanol, yielding 2-amino-1-nitro-4-(1,2,4-triazol-3-ylthio)benzene.